Dataset: the Open Reaction Database (ORD), a public repository of structured organic reaction records. Task: describe an organic reaction: reactants, conditions, products, and yield Reactants: [Na] (sodium), ON=C(C(=O)OCC)C#N (ethyl 2-hydroxyimino-2-cyanoacetate), C(O)([O-])=O.[Na+] (sodium hydrogencarbonate), ClC(=O)OC (methyl chloroformate). Solvent: CC(=O)C (acetone), O (water). Reaction conditions: temperature 0 celsius. Yields the product COC(=O)ON=C(C(=O)OCC)C#N (ethyl 2-methoxycarbonyloxyimino-2-cyanoacetate). Isolated yield 42.2%. RXN SMILES: [Na].[OH:2][N:3]=[C:4]([C:10]#[N:11])[C:5]([O:7][CH2:8][CH3:9])=[O:6].Cl[C:13]([O:15][CH3:16])=[O:14].C(=O)([O-])O.[Na+]>CC(C)=O.O>[CH3:16][O:15][C:13]([O:2][N:3]=[C:4]([C:10]#[N:11])[C:5]([O:7][CH2:8][CH3:9])=[O:6])=[O:14] |f:3.4,^1:0|. Reported procedure: A mixture of sodium salt of ethyl 2-hydroxyimino-2-cyanoacetate (16.4 g), water (100 ml) and acetone (15 ml) is stirred at 0°C, and methyl chloroformate (9.4 g) is dropwise added thereto. The resulting mixture is adjusted to pH 7 to 8 with the addition of an aqueous solution of sodium hydrogencarbonate and stirred for 5 hours. The reaction mixture is extracted with ether, and the ether layer is washed with water, dried and concentrated. The residue is recrystallized from a benzene - n-hexane mix... The reactants are CCI, Cc1cccc2c1NC(=O)c1cccnc1N2, [H-], [Na+], CN(C)C=O. The product is CCOC1=Nc2c(C)cccc2Nc2ncccc21. As a reaction SMILES: [CH2:20]([CH3:21])[I:22].[CH3:3][c:4]1[cH:5][cH:6][cH:7][c:8]2[c:9]1[NH:10][C:11](=[O:19])[c:12]1[c:13]([n:15][cH:16][cH:17][cH:18]1)[NH:14]2.[H-:1].[Na+:2].[O:23]=[CH:24][N:25]([CH3:26])[CH3:27]>>[CH3:3][c:4]1[cH:5][cH:6][cH:7][c:8]2[c:9]1[N:10]=[C:11]([O:19][CH2:20][CH3:21])[c:12]1[c:13]([n:15][cH:16][cH:17][cH:18]1)[NH:14]2. Starting materials: ClCC(=O)NC(CC1=CC=NC=C1)(C)C (2-Chloro-N-[1,1-dimethyl-2-(4-pyridinyl)ethyl]acetamide), NC(=S)N (thiourea), C(C)(=O)O (acetic acid). Run in CCO (EtOH). Yields the product CC=1C(=NC=CC1CCN)C (Dimethyl-4-pyridineethanamine). Isolated yield 45.0%. Reaction SMILES: ClCC([NH:5][C:6](C)(C)[CH2:7][C:8]1[CH:13]=[CH:12][N:11]=[CH:10][CH:9]=1)=O.NC(N)=S.[C:20](O)(=O)[CH3:21]>CCO>[CH3:10][C:9]1[C:20]([CH3:21])=[N:5][CH:6]=[CH:7][C:8]=1[CH2:13][CH2:12][NH2:11]. Procedure details: A mixture of 260B (1.30 g, 5.75 mmol), thiourea (524 mg, 6.90 mmol), acetic acid (2 ml) and EtOH (10 ml) was refluxed overnight. The reaction mixture was cooled to room temperature and the solid that separated out was filtered. The filtrate was concentrated and made acidic using 1N HCl. The aqueous solution was washed with EtOAc (2×25 mL), cooled to 0° C. and basified with 2N NaOH. The sodium hydroxide layer was re-extracted with EtOAc (2×25 mL), washed with water (25 mL), dried over Na2SO4 and ... Reactants: C(\C=C\C)(=O)O[Si](C)(C)C ((E)-trimethylsilyl 2-butenoate), C1CC(=O)N(C1=O)Br (NBS), (PhCO2)2. Reaction SMILES: [C:1]([O:6][Si:7]([CH3:10])([CH3:9])[CH3:8])(=[O:5])/[CH:2]=[CH:3]/[CH3:4].C1C(=O)N([Br:18])C(=O)C1>C(Cl)(Cl)(Cl)Cl>[Br:18][CH2:4]/[CH:3]=[CH:2]/[C:1]([O:6][Si:7]([CH3:10])([CH3:9])[CH3:8])=[O:5]. Procedure details: To a single-neck reaction flask (250 mL) were added (E)-trimethylsilyl 2-butenoate (12.242 g, 77.481 mmol), NBS (16.550 g, 92.977 mmol), (PhCO2)2 (310 mg) and carbon tetrachloride (100 mL). The mixture was stirred under reflux for 3.5 hr. The resulting mixture was cooled in an ice-water bath. The insoluble substance was filtered. The residue was rotatory-evaporated and concentrated until no liquid dropped. The concentrate was distilled under reduced pressure to collect the fraction under 9 mmHg ... Yields the product BrC/C=C/C(=O)O[Si](C)(C)C ((E)-TRIMETHYLSILYL 4-BROMO-2-BUTENOATE). Run in C(Cl)(Cl)(Cl)Cl (carbon tetrachloride).